From a dataset of the Open Reaction Database (ORD), a public repository of structured organic reaction records. describe an organic reaction: reactants, conditions, products, and yield Reactants: C(CCCCCCCCC)OC1=CC=C(C=C1)C1=CC=C(C=C1)C(=O)O (4'-decyloxy-4-biphenylcarboxylic acid), [H-].[H-].[H-].[H-].[Li+].[Al+3] (LiAlH4). Solvent: C(C)OCC (diethyl ether), C(C)OCC (diethyl ether). Yields the product OCC1=CC=C(C=C1)C1=CC=C(C=C1)OCCCCCCCCCC (4-hydroxymethyl-4'-decyloxybiphenyl). Reaction SMILES: [H-].[H-].[H-].[H-].[Li+].[Al+3].[CH2:7]([O:17][C:18]1[CH:23]=[CH:22][C:21]([C:24]2[CH:29]=[CH:28][C:27]([C:30](O)=[O:31])=[CH:26][CH:25]=2)=[CH:20][CH:19]=1)[CH2:8][CH2:9][CH2:10][CH2:11][CH2:12][CH2:13][CH2:14][CH2:15][CH3:16]>C(OCC)C>[OH:31][CH2:30][C:27]1[CH:26]=[CH:25][C:24]([C:21]2[CH:22]=[CH:23][C:18]([O:17][CH2:7][CH2:8][CH2:9][CH2:10][CH2:11][CH2:12][CH2:13][CH2:14][CH2:15][CH3:16])=[CH:19][CH:20]=2)=[CH:29][CH:28]=1 |f:0.1.2.3.4.5|. Procedure: 0.81 g (21.34 mmol) of LiAlH4 was introduced into 40 ml of diethyl ether and stirred. To the mixture was dropwise added a solution, prepared by introducing 1.71 g (5.06 mmol) of 4'-decyloxy-4-biphenylcarboxylic acid obtained in the first stage of Example 11 into 30 ml of diethyl ether, at room temperature over a period of 2 to 3 minutes, which was then continuously stirred for 5 days. After confirming the consumption of the raw material by TLC, to the resultant mixture was added 40 ml of water, ...